This data is from the Open Reaction Database (ORD), a public repository of structured organic reaction records. The task is: describe an organic reaction: reactants, conditions, products, and yield Product: Cc1cc(OCC(=O)N2C(=O)OCC2Cc2ccccc2)ccc1F. The reactants are O=C1NC(Cc2ccccc2)CO1, C1CCOC1, [Li]CCCC, [Cl-], Cc1cc(OCC(=O)Cl)ccc1F, [NH4+]. RXN SMILES: [CH2:1]([c:2]1[cH:3][cH:4][cH:5][cH:6][cH:7]1)[CH:8]1[NH:9][C:10](=[O:13])[O:11][CH2:12]1.[CH2:34]1[O:35][CH2:36][CH2:37][CH2:38]1.[CH3:14][CH2:15][CH2:16][CH2:17][Li:18].[Cl-:32].[F:19][c:20]1[c:21]([CH3:31])[cH:22][c:23]([O:24][CH2:25][C:26](=[O:27])[Cl:28])[cH:29][cH:30]1.[NH4+:33]>>[CH2:1]([c:2]1[cH:3][cH:4][cH:5][cH:6][cH:7]1)[CH:8]1[N:9]([C:26]([CH2:25][O:24][c:23]2[cH:22][c:21]([CH3:31])[c:20]([F:19])[cH:30][cH:29]2)=[O:27])[C:10](=[O:13])[O:11][CH2:12]1. Reactants: C[N+]1(CCOCC1)[O-] (N-methylmorpholine-N-oxide), C(C)(=O)NC1=CN=C(N(C1=O)CC=C)C1=CC=CC=C1 (5-acetylamino-1-allyl-6-oxo-2-phenyl-1,6-dihydropyrimidine), O1CCCC1 (tetrahydrofuran), S(=S)(=O)([O-])[O-].[Na+].[Na+] (sodium thiosulfate). The reagents and catalysts are [Os](=O)(=O)(=O)=O (osmium tetroxide). Run at time 2 day. Product: C(C)(=O)NC1=CN=C(N(C1=O)CC(CO)O)C1=CC=CC=C1 (3-(5-Acetylamino-6-oxo-2-phenyl-1,6-dihydropyrimidine-1-yl)-1,2-propanediol). Reaction SMILES: C[N+]1([O-])CC[O:5]CC1.[C:9]([NH:12][C:13]1[C:18](=[O:19])[N:17](CC=C)[C:16]([C:23]2[CH:28]=[CH:27][CH:26]=[CH:25][CH:24]=2)=[N:15][CH:14]=1)(=[O:11])[CH3:10].S([O-])([O-])(=O)=S.[Na+].[Na+].[O:36]1[CH2:40][CH2:39][CH2:38]C1>[Os](=O)(=O)(=O)=O>[C:9]([NH:12][C:13]1[C:18](=[O:19])[N:17]([CH2:38][CH:39]([OH:5])[CH2:40][OH:36])[C:16]([C:23]2[CH:28]=[CH:27][CH:26]=[CH:25][CH:24]=2)=[N:15][CH:14]=1)(=[O:11])[CH3:10] |f:2.3.4|. Procedure: 50% aqueous N-methylmorpholine-N-oxide (1.55 ml, 6.6 mmol) and 0.157 N aqueous osmium tetroxide (1.06 ml, 0.165 mmol) were added to a solution of 5-acetylamino-1-allyl-6-oxo-2-phenyl-1,6-dihydropyrimidine (888.6 mg, 3.3 mmol) in tetrahydrofuran (13 ml), and the mixture was stirred at room temperature for 2 days. After saturated aqueous sodium thiosulfate was added, the reaction solution was extracted with ethyl acetate, and the organic layer was washed with saturated saline. After dried over anh... Reactants: [N+](=O)([O-])C=1C=C(C(=O)O)C=CC1Cl (3-nitro-4-chlorobenzoic acid), C(C)#N (acetonitrile), CNCCCCCCCCCCCCCCCCCC (methyloctadecylamine), S(=O)(Cl)Cl (thionyl chloride). The solvent is O (water), C(Cl)(Cl)Cl (chloroform), C(C)N(CC)CC (triethylamine). Product: CN(C(C1=CC(=C(C=C1)Cl)[N+](=O)[O-])=O)CCCCCCCCCCCCCCCCCC (N-Methyl-N-octadecyl-3-nitro-4-chlorobenzamide). The yield is 76.0%. Reaction SMILES: [N+:1]([C:4]1[CH:5]=[C:6]([CH:10]=[CH:11][C:12]=1[Cl:13])[C:7]([OH:9])=O)([O-:3])=[O:2].C(#N)C.S(Cl)(Cl)=O.[CH3:21][NH:22][CH2:23][CH2:24][CH2:25][CH2:26][CH2:27][CH2:28][CH2:29][CH2:30][CH2:31][CH2:32][CH2:33][CH2:34][CH2:35][CH2:36][CH2:37][CH2:38][CH2:39][CH3:40]>O.C(Cl)(Cl)Cl.C(N(CC)CC)C>[CH3:21][N:22]([CH2:23][CH2:24][CH2:25][CH2:26][CH2:27][CH2:28][CH2:29][CH2:30][CH2:31][CH2:32][CH2:33][CH2:34][CH2:35][CH2:36][CH2:37][CH2:38][CH2:39][CH3:40])[C:7](=[O:9])[C:6]1[CH:10]=[CH:11][C:12]([Cl:13])=[C:4]([N+:1]([O-:3])=[O:2])[CH:5]=1. Reported procedure: 102.7 g of 3-nitro-4-chlorobenzoic acid was mixed with 800 ml of acetonitrile, and thereto was added 68.6 g of thionyl chloride. The resulting mixture was heated under reflux for 4 hours, and thereto was added 63.5 g of triethylamine. After controlling the temperature of the reaction system to 5° C., a chloroform solution containing 148.6 g of methyloctadecylamine was further added dropwise. After the completion of the reaction, the reaction mixture was dispersed into water, and the organic phas...